This data is from the Open Reaction Database (ORD), a public repository of structured organic reaction records. The task is: describe an organic reaction: reactants, conditions, products, and yield The reactants are COC(CCC\C=C/C[C@@H]1[C@H](C=CC1=O)\C=C\C(CCC1=C(C2=C(S1)C=CC=C2)Cl)O[Si](C)(C)C(C)(C)C)=O ((Z)-7-{(1R,2S)-2-[(E)-3-(tert-Butyl-dimethyl-silanyloxy)-5-(3-chloro-benzo[b]thiophen-2-yl)-pent-1-enyl]-5-oxo-cyclopent-3-enyl}-hept-5-enoic acid methyl ester), (Z)-7-{(1R,2R,3R)-2-[(E)-3-(tert-Butyl-dimethyl-silanyloxy)-5-(3-chloro-benzo[1b]thiophen-2-yl)-pent-1-enyl]-3-methyl-5-oxo-cyclopentyl}-hept-5-enoic acid methyl ester, C(#N)[Cu] (CuCN), C[Li] (methyllithium). The solvent is C1CCOC1 (THF), C1CCOC1 (THF). Conditions: temperature -78 celsius, time 5 minute. Yields the product COC(CCC\C=C/C[C@@H]1[C@H](CCC1=O)\C=C\C(CCC1=C(C2=C(S1)C=CC=C2)Cl)O[Si](C)(C)C(C)(C)C)=O ((Z)-7-{(1R,2R)-2-[(E)-3-(tert-Butyl-dimethyl-silanyloxy)-5-(3-chloro-benzo[b]thiophen-2-yl)-pent-1-enyl]-5-oxo-cyclopentyl}-hept-5-enoic acid methyl ester). As a reaction SMILES: C([Cu])#N.C[Li].[CH3:6][O:7][C:8](=[O:44])[CH2:9][CH2:10][CH2:11]/[CH:12]=[CH:13]\[CH2:14][C@H:15]1[C:19](=[O:20])[CH:18]=[CH:17][C@@H:16]1/[CH:21]=[CH:22]/[CH:23]([O:36][Si:37]([C:40]([CH3:43])([CH3:42])[CH3:41])([CH3:39])[CH3:38])[CH2:24][CH2:25][C:26]1[S:30][C:29]2[CH:31]=[CH:32][CH:33]=[CH:34][C:28]=2[C:27]=1[Cl:35]>C1COCC1>[CH3:6][O:7][C:8](=[O:44])[CH2:9][CH2:10][CH2:11]/[CH:12]=[CH:13]\[CH2:14][C@H:15]1[C:19](=[O:20])[CH2:18][CH2:17][C@@H:16]1/[CH:21]=[CH:22]/[CH:23]([O:36][Si:37]([C:40]([CH3:42])([CH3:41])[CH3:43])([CH3:38])[CH3:39])[CH2:24][CH2:25][C:26]1[S:30][C:29]2[CH:31]=[CH:32][CH:33]=[CH:34][C:28]=2[C:27]=1[Cl:35]. Procedure details: A solution of enone 13 (145 mg, 0.25 mmol) in toluene (4 mL) was added to a −45° C. mixture of [Ph3PCuH]6 in toluene (4 mL), rinsing with 0.5 mL toluene. The mixture was allowed to stir for 1 h and then was allowed to warm to room temperature. After 19 h at room temperature, the reaction was quenched by addition of 15 mL saturated NH4Cl solution. The resulting mixture was extracted with ethyl acetate (3×15 mL) and the combined ethyl acetate solution was dried (Na2SO4), filtered and evaporated. P... Starting materials: ClC1=NC2=CC=CC=C2N=C1N1CCNCC1 (2-chloro-3-(1-piperazinyl)quinoxaline), O1C(CCC2=CC=CC=C12)CO (3.4-dihydro-2H-chromen-2-ylmethanol), Cl (HCl). Product: O1C(CCC2=CC=CC=C12)COC1=NC2=CC=CC=C2N=C1N1CCNCC1 (2-(3,4-Dihydro-2H-chromen-2-ylmethoxy)-3-(1-piperazinyl)quinoxaline). Isolated yield 23.0%. RXN SMILES: Cl[C:2]1[C:11]([N:12]2[CH2:17][CH2:16][NH:15][CH2:14][CH2:13]2)=[N:10][C:9]2[C:4](=[CH:5][CH:6]=[CH:7][CH:8]=2)[N:3]=1.[O:18]1[C:27]2[C:22](=[CH:23][CH:24]=[CH:25][CH:26]=2)[CH2:21][CH2:20][CH:19]1[CH2:28][OH:29].Cl>>[O:18]1[C:27]2[C:22](=[CH:23][CH:24]=[CH:25][CH:26]=2)[CH2:21][CH2:20][CH:19]1[CH2:28][O:29][C:2]1[C:11]([N:12]2[CH2:17][CH2:16][NH:15][CH2:14][CH2:13]2)=[N:10][C:9]2[C:4](=[CH:5][CH:6]=[CH:7][CH:8]=2)[N:3]=1. Procedure details: The title product was prepared according to the procedure described in Example 162, Step 2, starting from 2-chloro-3-(1-piperazinyl)quinoxaline (described in Example 162. Step 1) and 3.4-dihydro-2H-chromen-2-ylmethanol.* The product was obtained as a yellow amorphous substance yield 23%; mp 202-204° C.; HRMS m/z calcd for C13H16N4O2 (M)+ 376.1899, found 376.1899. Anal. (C22H24N4O2 . HCl) H; C: calcd, 61.32; found, 60.7; N: calcd, 13.00; found 13.5.